From a dataset of the Open Reaction Database (ORD), a public repository of structured organic reaction records. describe an organic reaction: reactants, conditions, products, and yield Starting materials: C1(=CC=CC=C1)[C@H](C)N ((S)-1-phenylethylamine), ClC1=NC(=CC(=N1)Cl)Cl (2,4,6-trichloropyrimidine). The solvent is C1CCOC1 (THF), C1CCOC1 (THF). Run at time 2 hour. Product: C1(=CC=CC=C1)[C@H](C)NC1=NC(=CC(=N1)Cl)Cl (2-[(S)-1-phenylethylamino]-4,6-dichloropyrimidine), C1(=CC=CC=C1)[C@H](C)NC1=NC(=NC(=C1)Cl)Cl (4-[(S)-1-phenylethylamino]-2,6-dichloropyrimidine). RXN SMILES: [C:1]1([C@@H:7]([NH2:9])[CH3:8])[CH:6]=[CH:5][CH:4]=[CH:3][CH:2]=1.[Cl:10][C:11]1[N:16]=[C:15]([Cl:17])[CH:14]=[C:13]([Cl:18])[N:12]=1>C1COCC1>[C:1]1([C@@H:7]([NH:9][C:11]2[N:16]=[C:15]([Cl:17])[CH:14]=[C:13]([Cl:18])[N:12]=2)[CH3:8])[CH:6]=[CH:5][CH:4]=[CH:3][CH:2]=1.[C:1]1([C@@H:7]([NH:9][C:15]2[CH:14]=[C:13]([Cl:18])[N:12]=[C:11]([Cl:10])[N:16]=2)[CH3:8])[CH:6]=[CH:5][CH:4]=[CH:3][CH:2]=1. Reported procedure: To a solution of (S)-1-phenylethylamine (2.6 mL) in THF (20 mL) at room temperature was added 2,4,6-trichloropyrimidine (1.83 g) dissolved in THF (10 mL) dropwise. The reaction mixture was stirred for 2 h, and then the solid was filtered and washed thoroughly with EtOAc. Combined filtrate was concentrated under reduced pressure, and the crude product was purified by flash chromatography (silica, 1:2), followed by 1:6 EtOAc:hexanes) to give 2-[(S)-1-phenylethylamino]-4,6-dichloropyrimidine (1.2 g... RXN SMILES: [Br:20][c:21]1[cH:22][cH:23][c:24]([CH:27]([CH3:28])[NH:29][C:30]([CH3:31])=[O:32])[cH:25][cH:26]1.[CH2:1]([c:2]1[cH:3][cH:4][cH:5][cH:6][cH:7]1)[O:8][c:9]1[cH:10][cH:11][c:12]([O:13][CH:14]2[CH2:15][NH:16][CH2:17]2)[cH:18][cH:19]1>>[CH2:1]([c:2]1[cH:3][cH:4][cH:5][cH:6][cH:7]1)[O:8][c:9]1[cH:10][cH:11][c:12]([O:13][CH:14]2[CH2:15][N:16]([c:21]3[cH:22][cH:23][c:24]([CH:27]([CH3:28])[NH:29][C:30]([CH3:31])=[O:32])[cH:25][cH:26]3)[CH2:17]2)[cH:18][cH:19]1. Product: CC(=O)NC(C)c1ccc(N2CC(Oc3ccc(OCc4ccccc4)cc3)C2)cc1. The reactants are CC(=O)NC(C)c1ccc(Br)cc1, c1ccc(COc2ccc(OC3CNC3)cc2)cc1. The reactants are ClC=1C2=C(N=CN1)C=CN2 (4-chloro-5H-pyrrolo[3,2-d]pyrimidine), C(C1=CC=CC=C1)OC1=C(C=C(N)C=C1)Cl (4-(benzyloxy)-3-chloroaniline), CN1C(CCC1)=O (1-methyl-2-pyrrolidone). The solvent is CO (Methanol). Conditions: temperature 80 celsius, time 4 hour. The product is C(C1=CC=CC=C1)OC1=C(C=C(C=C1)NC=1C2=C(N=CN1)C=CN2)Cl (N-[4-(benzyloxy)-3-chlorophenyl]-5H-pyrrolo[3,2-d]pyrimidin-4-amine). Isolated yield 49.5%. As a reaction SMILES: Cl[C:2]1[C:3]2[NH:10][CH:9]=[CH:8][C:4]=2[N:5]=[CH:6][N:7]=1.[CH2:11]([O:18][C:19]1[CH:25]=[CH:24][C:22]([NH2:23])=[CH:21][C:20]=1[Cl:26])[C:12]1[CH:17]=[CH:16][CH:15]=[CH:14][CH:13]=1.CN1CCCC1=O>CO>[CH2:11]([O:18][C:19]1[CH:25]=[CH:24][C:22]([NH:23][C:2]2[C:3]3[NH:10][CH:9]=[CH:8][C:4]=3[N:5]=[CH:6][N:7]=2)=[CH:21][C:20]=1[Cl:26])[C:12]1[CH:13]=[CH:14][CH:15]=[CH:16][CH:17]=1. Procedure details: A mixture of 4-chloro-5H-pyrrolo[3,2-d]pyrimidine (200 mg), 4-(benzyloxy)-3-chloroaniline (365 mg) and 1-methyl-2-pyrrolidone (3 mL) was stirred at 80° C. for 4 hrs. Methanol and activated carbon were added to the reaction mixture and the mixture was stirred. The activated carbon was filtered off, aqueous sodium hydrogen carbonate solution was added and the mixture was extracted with ethyl acetate. The extract was washed with water and saturated brine and dried over anhydrous magnesium sulfate. ... The reactants are O1CCCC=C1 (Dihydropyran), BrCCCCCCCO (7-bromoheptane-1-ol), CC=1C=CC(=CC1)S(=O)(=O)O (PTSA). Run in C(Cl)Cl (CH2Cl2), C(Cl)Cl (CH2Cl2). Run at time 12 hour. Yields the product BrCCCCCCCOC1OCCCC1 (2-(7-bromoheptyloxyl)tetrahydro-2H-pyran). The yield is 849.9%. RXN SMILES: [O:1]1[CH:6]=[CH:5][CH2:4][CH2:3][CH2:2]1.[Br:7][CH2:8][CH2:9][CH2:10][CH2:11][CH2:12][CH2:13][CH2:14][OH:15].CC1C=CC(S(O)(=O)=O)=CC=1>C(Cl)Cl>[Br:7][CH2:8][CH2:9][CH2:10][CH2:11][CH2:12][CH2:13][CH2:14][O:15][CH:6]1[CH2:5][CH2:4][CH2:3][CH2:2][O:1]1. Procedure details: Dihydropyran (5.20 g, 6.11 mmol) was added to a stirring 0° C. solution of 7-bromoheptane-1-ol (2) (11.0 g, 56.7 mmol) and a catalytic amount of PTSA in CH2Cl2. After stirring at rt for 12 h, the reaction mixture was diluted with CH2Cl2 (200 mL), washed with water (100 mL×2), brine (100 mL×3), dried over anhydrous sodium sulphate, and evaporated. The residue was purified by silica gel column chromatography using a gradient of 10-20% ethyl acetate/hexane as eluent to give 2-(7-bromoheptyloxyl)tet... Reactants: C(C)OC(C(CC(C)(C)C1=C(C(=C(C=C1)C)Cl)OC)(O[Si](C)(C)C)C(F)(F)F)=O ((rac.) 4-(3-chloro-2-methoxy-4-methylphenyl)-4-methyl-2-(trifluoromethyl)-2-trimethylsilyloxy-pentanoic acid ethyl ester), O.O.O.[F-].C(CCC)[N+](CCCC)(CCCC)CCCC (tetrabutylammonium fluoride trihydrate). Solvent: O1CCCC1 (tetrahydrofuran), O (water). The product is C(C)OC(C(CC(C)(C)C1=C(C(=C(C=C1)C)Cl)OC)(O)C(F)(F)F)=O ((rac.) 4-(3-Chloro-2-methoxy-4-methylphenyl)-4-methyl-2-(trifluoromethyl)-2-hydroxy-pentanoic acid ethyl ester). The yield is 34.0%. As a reaction SMILES: [CH2:1]([O:3][C:4](=[O:29])[C:5]([C:25]([F:28])([F:27])[F:26])([O:20][Si](C)(C)C)[CH2:6][C:7]([C:10]1[CH:15]=[CH:14][C:13]([CH3:16])=[C:12]([Cl:17])[C:11]=1[O:18][CH3:19])([CH3:9])[CH3:8])[CH3:2].O.O.O.[F-].C([N+](CCCC)(CCCC)CCCC)CCC>O1CCCC1.O>[CH2:1]([O:3][C:4](=[O:29])[C:5]([C:25]([F:26])([F:27])[F:28])([OH:20])[CH2:6][C:7]([C:10]1[CH:15]=[CH:14][C:13]([CH3:16])=[C:12]([Cl:17])[C:11]=1[O:18][CH3:19])([CH3:8])[CH3:9])[CH3:2] |f:1.2.3.4.5|. Procedure: 4.4 g (9.67 mmol) of (rac.) 4-(3-chloro-2-methoxy-4-methylphenyl)-4-methyl-2-(trifluoromethyl)-2-trimethylsilyloxy-pentanoic acid ethyl ester is dissolved in 56 ml of tetrahydrofuran and mixed with 3.05 g (9.67 mmol) of tetrabutylammonium fluoride trihydrate and stirred for one and one-half hours at room temperature. The reaction mixture is diluted with water and extracted twice with diethyl ether. The organic phases are washed with water and with brine. After drying, the solvent is spun off, an... Starting materials: [Si](C)(C)(C(C)(C)C)O[C@@H]1C([C@@H]2CCC=3C4=CC[C@H]([C@@H](CCCNC5=CC=CC=C5)C)[C@]4(CCC3[C@]2(CC1)C)C)(C)C (3β-tert-Butyldimethylsilyloxy-4,4-dimethyl-24-phenylamino-5α-chola-8,14-dien), C(C)O.Cl (ethanol HCl). Yields the product CC1([C@@H]2CCC=3C4=CC[C@H]([C@@H](CCCNC5=CC=CC=C5)C)[C@]4(CCC3[C@]2(CC[C@@H]1O)C)C)C (4,4-Dimethyl-24-phenylamino-5α-chola-8,14-dien-3β-ol). Yield: 66.1%. As a reaction SMILES: [Si]([O:8][C@H:9]1[CH2:37][CH2:36][C@@:35]2([CH3:38])[C@@H:11]([CH2:12][CH2:13][C:14]3[C:15]4[C@:31]([CH3:39])([CH2:32][CH2:33][C:34]=32)[C@@H:18]([C@H:19]([CH3:30])[CH2:20][CH2:21][CH2:22][NH:23][C:24]2[CH:29]=[CH:28][CH:27]=[CH:26][CH:25]=2)[CH2:17][CH:16]=4)[C:10]1([CH3:41])[CH3:40])(C(C)(C)C)(C)C.C(O)C.Cl>>[CH3:41][C:10]1([CH3:40])[C@@H:9]([OH:8])[CH2:37][CH2:36][C@@:35]2([CH3:38])[C@H:11]1[CH2:12][CH2:13][C:14]1[C:15]3[C@:31]([CH3:39])([CH2:32][CH2:33][C:34]=12)[C@@H:18]([C@H:19]([CH3:30])[CH2:20][CH2:21][CH2:22][NH:23][C:24]1[CH:25]=[CH:26][CH:27]=[CH:28][CH:29]=1)[CH2:17][CH:16]=3 |f:1.2|. Procedure details: 3β-tert-Butyldimethylsilyloxy-4,4-dimethyl-24-phenylamino-5α-chola-8,14-dien (100 mg) is hydrolysed with ethanol/HCl at 50° C. Aqueous work-up and crystallization from ethanol gives the title compound (53 mg). Melting point: 178-180° C. 1H-NMR (CDCl3, 300 MHz)): δ=7.19 (2H, t); 6.7 (1H, t); 6.63 (2H, d); 5.36 (1H, s); 3.6 (1H, s); 3.26 (1H, m); 3.1 (2H, m). MS: Calculated: 461.7. Found: 461.3. Reactants: N#Cc1cccc(C(=O)Cl)c1, CN1CCCC1=O, COCCNCC(=O)N1CC(=O)N(c2cccc(Cl)c2C)C1. Product: COCCN(CC(=O)N1CC(=O)N(c2cccc(Cl)c2C)C1)C(=O)c1cccc(C#N)c1. Reaction SMILES: [C:23](#[N:24])[c:25]1[cH:26][c:27]([C:28](=[O:29])[Cl:30])[cH:31][cH:32][cH:33]1.[CH3:34][N:35]1[CH2:36][CH2:37][CH2:38][C:39]1=[O:40].[Cl:1][c:2]1[c:3]([CH3:22])[c:4]([N:8]2[CH2:9][N:10]([C:14]([CH2:15][NH:16][CH2:17][CH2:18][O:19][CH3:20])=[O:21])[CH2:11][C:12]2=[O:13])[cH:5][cH:6][cH:7]1>>[Cl:1][c:2]1[c:3]([CH3:22])[c:4]([N:8]2[CH2:9][N:10]([C:14]([CH2:15][N:16]([CH2:17][CH2:18][O:19][CH3:20])[C:28]([c:27]3[cH:26][c:25]([C:23]#[N:24])[cH:33][cH:32][cH:31]3)=[O:29])=[O:21])[CH2:11][C:12]2=[O:13])[cH:5][cH:6][cH:7]1. The reactants are ClC=1C=C(CN2C(C3(C4=CC=CC=C24)NC(NC3=O)=O)=O)C=CC1Cl (1'-(3,4-dichlorobenzyl)-spiro[imidazolidine-4,3'-indoline]-2,2',5-trione), [H-].[Na+] (sodium hydride), Cl (hydrochloric acid), C(C(C)(C)C)(=O)OCCl (Chloromethyl pivalate). The solvent is CN(C=O)C (N,N-dimethylformamide), O (water), C(C)(=O)OCC (ethyl acetate). The product is ClC=1C=C(CN2C(C3(C4=CC=CC=C24)NC(N(C3=O)COC(C(C)(C)C)=O)=O)=O)C=CC1Cl (1'-(3,4-dichlorobenzyl)-1-pivaloyloxymethyl-spiro[imidazolidine-4,3'-indoline]-2,2',5-trione). Reaction SMILES: [Cl:1][C:2]1[CH:3]=[C:4]([CH:22]=[CH:23][C:24]=1[Cl:25])[CH2:5][N:6]1[C:14]2[C:9](=[CH:10][CH:11]=[CH:12][CH:13]=2)[C:8]2([C:18](=[O:19])[NH:17][C:16](=[O:20])[NH:15]2)[C:7]1=[O:21].[H-].[Na+].[C:28]([O:34][CH2:35]Cl)(=[O:33])[C:29]([CH3:32])([CH3:31])[CH3:30].Cl>CN(C)C=O.C(OCC)(=O)C.O>[Cl:1][C:2]1[CH:3]=[C:4]([CH:22]=[CH:23][C:24]=1[Cl:25])[CH2:5][N:6]1[C:14]2[C:9](=[CH:10][CH:11]=[CH:12][CH:13]=2)[C:8]2([C:18](=[O:19])[N:17]([CH2:35][O:34][C:28](=[O:33])[C:29]([CH3:32])([CH3:31])[CH3:30])[C:16](=[O:20])[NH:15]2)[C:7]1=[O:21] |f:1.2|. Procedure: A solution of 1'-(3,4-dichlorobenzyl)-spiro[imidazolidine-4,3'-indoline]-2,2',5-trione (3.76 g.) in dry N,N-dimethylformamide (50 ml.) was stirred during the addition of sodium hydride (0.50 g.) [50% w/w dispersion in oil]. When the addition was complete, the solution was stirred until effervescence had ceased (about 1 hour). Chloromethyl pivalate (1.55 g.) was then added. The mixture was stirred for 18 hours and then poured into water (200 ml.). The aqueous mixture was carefully acidified by ad... Starting materials: ClC1=NC=C(C=C1)C1=NC(=NC=C1C#N)NC1=CC=C(C=C1)F (4-(2-chloropyridin-5-yl)-5-cyano-N-(4-fluoro-phenyl)pyrimidine-2-amine), COC1=CC=C(CN)C=C1 (p-methoxybenzyl-amine). Product: C(#N)C=1C(=NC(=NC1)NC1=CC=C(C=C1)F)C=1C=CC(=NC1)NCC1=CC=C(C=C1)OC (5-cyano-N-(4-fluorophenyl)-4-[2-(4-methoxybenzylamino)pyridin-5-yl]-pyrimidine-2-amine), NC1=NC=C(C=C1)C1=NC(=NC=C1C#N)NC1=CC=C(C=C1)F (4-(2-Aminopyridin-5-yl)-5-cyano-N-(4-fluorophenyl)pyrimidine-2-amine). RXN SMILES: Cl[C:2]1[CH:7]=[CH:6][C:5]([C:8]2[C:13]([C:14]#[N:15])=[CH:12][N:11]=[C:10]([NH:16][C:17]3[CH:22]=[CH:21][C:20]([F:23])=[CH:19][CH:18]=3)[N:9]=2)=[CH:4][N:3]=1.[CH3:24][O:25][C:26]1[CH:33]=[CH:32][C:29]([CH2:30][NH2:31])=[CH:28][CH:27]=1>>[C:14]([C:13]1[C:8]([C:5]2[CH:6]=[CH:7][C:2]([NH:31][CH2:30][C:29]3[CH:32]=[CH:33][C:26]([O:25][CH3:24])=[CH:27][CH:28]=3)=[N:3][CH:4]=2)=[N:9][C:10]([NH:16][C:17]2[CH:22]=[CH:21][C:20]([F:23])=[CH:19][CH:18]=2)=[N:11][CH:12]=1)#[N:15].[NH2:31][C:2]1[CH:7]=[CH:6][C:5]([C:8]2[C:13]([C:14]#[N:15])=[CH:12][N:11]=[C:10]([NH:16][C:17]3[CH:22]=[CH:21][C:20]([F:23])=[CH:19][CH:18]=3)[N:9]=2)=[CH:4][N:3]=1. Reported procedure: 5-cyano-N-(4-fluorophenyl)-4-[2-(4-methoxybenzylamino)pyridin-5-yl]-pyrimidine-2-amine was prepared in a similar manner to the title compound of Example 7 from 4-(2-chloropyridin-5-yl)-5-cyano-N-(4-fluoro-phenyl)pyrimidine-2-amine (764 mg, 2.3 mmol) and p-methoxybenzyl-amine (644 mg, 4.6 mmol) as a yellow solid (432 mg). δH (d6 DMSO) 10.35 (1H, s), 8.82 (1H, s), 8.77 (1H, d, J 2.3 Hz), 8.04 (1H, dd, J 8.9, 2.3 Hz), 7.84 (1H, t, J 5.6 Hz), 7.77-7.74 (1H, m), 7.28 (2H, d, J 8.6 Hz), 7.21 (2H, t, J... Reactants: CCC(NC(=O)C(CC(C)(C)C)NC(=O)OC(C)(C)C)C(=O)NCc1cc(Cl)ccc1-n1cnnn1, ClCCl, O=C(O)C(F)(F)F. Yields the product O=C(O)C(F)(F)F, CCC(NC(=O)C(N)CC(C)(C)C)C(=O)NCc1cc(Cl)ccc1-n1cnnn1. Reaction SMILES: [C:1]([O:2][C:3](=[O:4])[NH:8][CH:9]([CH2:10][C:11]([CH3:12])([CH3:13])[CH3:14])[C:15](=[O:16])[NH:17][CH:18]([CH2:19][CH3:20])[C:21](=[O:22])[NH:23][CH2:24][c:25]1[c:26](-[n:32]2[n:33][n:34][n:35][cH:36]2)[cH:27][cH:28][c:29]([Cl:31])[cH:30]1)([CH3:5])([CH3:6])[CH3:7].[Cl:44][CH2:45][Cl:46].[F:37][C:38]([C:39](=[O:40])[OH:41])([F:42])[F:43]>>[F:37][C:38]([C:39](=[O:40])[OH:41])([F:42])[F:43].[NH2:8][CH:9]([CH2:10][C:11]([CH3:12])([CH3:13])[CH3:14])[C:15](=[O:16])[NH:17][CH:18]([CH2:19][CH3:20])[C:21](=[O:22])[NH:23][CH2:24][c:25]1[c:26](-[n:32]2[n:33][n:34][n:35][cH:36]2)[cH:27][cH:28][c:29]([Cl:31])[cH:30]1.